Dataset: the Open Reaction Database (ORD), a public repository of structured organic reaction records. Task: describe an organic reaction: reactants, conditions, products, and yield The reactants are CO, O=C(Cl)C(=O)Cl, O=C(O)c1ccc(F)c(-c2c(=O)ccn3c(-c4ccc(F)cc4F)cccc23)c1. Yields the product COC(=O)c1ccc(F)c(-c2c(=O)ccn3c(-c4ccc(F)cc4F)cccc23)c1. As a reaction SMILES: [CH3:36][OH:37].[Cl:30][C:31]([C:32]([Cl:33])=[O:34])=[O:35].[F:1][c:2]1[c:3](-[c:9]2[n:10]3[cH:11][cH:12][c:13](=[O:29])[c:14](-[c:19]4[cH:20][c:21]([C:22](=[O:23])[OH:24])[cH:25][cH:26][c:27]4[F:28])[c:15]3[cH:16][cH:17][cH:18]2)[cH:4][cH:5][c:6]([F:8])[cH:7]1>>[F:1][c:2]1[c:3](-[c:9]2[n:10]3[cH:11][cH:12][c:13](=[O:29])[c:14](-[c:19]4[cH:20][c:21]([C:22](=[O:23])[O:24][CH3:31])[cH:25][cH:26][c:27]4[F:28])[c:15]3[cH:16][cH:17][cH:18]2)[cH:4][cH:5][c:6]([F:8])[cH:7]1.